This data is from the Open Reaction Database (ORD), a public repository of structured organic reaction records. The task is: describe an organic reaction: reactants, conditions, products, and yield Starting materials: C(C)(C)N[C@@H]1CC[C@H](CC1)C1=CC=CC=C1 (trans-N-isopropyl-4-phenylcyclohexylamine), ClC1=CC=C(C(=O)Cl)C=C1 (4-chlorobenzoylchloride). Yields the product ClC1=CC=C(C(=O)N(C(C)C)[C@@H]2CC[C@H](CC2)C2=CC=CC=C2)C=C1 (trans-N-(4-chlorobenzoyl)-N-isopropyl-4-phenylcyclohexylamine). As a reaction SMILES: [CH:1]([NH:4][C@H:5]1[CH2:10][CH2:9][C@H:8]([C:11]2[CH:16]=[CH:15][CH:14]=[CH:13][CH:12]=2)[CH2:7][CH2:6]1)([CH3:3])[CH3:2].[Cl:17][C:18]1[CH:26]=[CH:25][C:21]([C:22](Cl)=[O:23])=[CH:20][CH:19]=1>>[Cl:17][C:18]1[CH:26]=[CH:25][C:21]([C:22]([N:4]([C@H:5]2[CH2:6][CH2:7][C@H:8]([C:11]3[CH:16]=[CH:15][CH:14]=[CH:13][CH:12]=3)[CH2:9][CH2:10]2)[CH:1]([CH3:3])[CH3:2])=[O:23])=[CH:20][CH:19]=1. Procedure: from trans-N-isopropyl-4-phenylcyclohexylamine and 4-chlorobenzoylchloride. Melting point: 130°-132° C.